This data is from the Open Reaction Database (ORD), a public repository of structured organic reaction records. The task is: describe an organic reaction: reactants, conditions, products, and yield Run in C(CO)O (ethyleneglycol). The product is C(C)(=O)OCCOC(C1=CC(=C(C=C1)OC(C)=O)OC(C)=O)N1C(=O)NC(=O)C(=C1)F (1-[α-(2-acetoxyethoxy)-3,4-diacetoxybenzyl]-5-fluorouracil). Reaction SMILES: C[Si]([C:5]1[NH:10][C:9](=[O:11])[N:8]([Si](C)(C)C)[C:7](=[O:16])[C:6]=1[F:17])(C)C.F[C:19]1[C:20](=[O:26])NC(=O)NC=1.[C:27]([O:30][C:31]1[CH:32]=[C:33]([CH:41]2[O:45][CH2:44][CH2:43][O:42]2)[CH:34]=[CH:35][C:36]=1[O:37][C:38](=[O:40])[CH3:39])(=[O:29])[CH3:28].C(OC1C=C(C=CC=1OC(=O)C)C=O)(=O)C>C(O)CO>[C:20]([O:42][CH2:43][CH2:44][O:45][CH:41]([N:10]1[CH:5]=[C:6]([F:17])[C:7](=[O:16])[NH:8][C:9]1=[O:11])[C:33]1[CH:34]=[CH:35][C:36]([O:37][C:38](=[O:40])[CH3:39])=[C:31]([O:30][C:27](=[O:29])[CH3:28])[CH:32]=1)(=[O:26])[CH3:19]. Reactants: C[Si](C)(C)C1=C(C(N(C(N1)=O)[Si](C)(C)C)=O)F (Bis(trimethylsilyl)-5-fluorouracil), FC=1C(NC(NC1)=O)=O (5-fluorouracil), C(C)(=O)OC=1C=C(C=CC1OC(C)=O)C1OCCO1 (2-(3,4-diacetoxyphenyl)-1,3-dioxolan), C(C)(=O)OC=1C=C(C=O)C=CC1OC(C)=O (3,4-diacetoxybenzaldehyde). Reported procedure: Bis(trimethylsilyl)-5-fluorouracil prepared from 5-fluorouracil (10 g) , and 2-(3,4-diacetoxyphenyl)-1,3-dioxolan (26.6 g) prepared from 3,4-diacetoxybenzaldehyde and ethyleneglycol were treated as in Example 10 and the product was acetylated to give 7.4 g of crystalline 1-[α-(2-acetoxyethoxy)-3,4-diacetoxybenzyl]-5-fluorouracil. The reactants are C(C1=CC=CC=C1)OC(=O)N1C[C@H]([C@H](C1)O)O (cis-N-benzyloxycarbonylpyrrolidine-3,4-diol), BrCC(=O)OC(C)(C)C (t-butyl bromoacetate), [OH-].[Na+] (sodium hydroxide). The reagents and catalysts are S(=O)(=O)(O)[O-].C(CCC)[N+](CCCC)(CCCC)CCCC (tetrabutyl-ammonium hydrogen sulphate). The solvent is C1(=CC=CC=C1)C (toluene). Product: C(C)(C)(C)OC(=O)CO[C@@H]1CN(C[C@@H]1OCC(=O)OC(C)(C)C)C(=O)OCC1=CC=CC=C1 (benzyl cis-3,4-bis-t-butoxycarbonylmethoxy-pyrrolidine-1-carboxylate). RXN SMILES: [CH2:1]([O:8][C:9]([N:11]1[CH2:15][C@H:14]([OH:16])[C@H:13]([OH:17])[CH2:12]1)=[O:10])[C:2]1[CH:7]=[CH:6][CH:5]=[CH:4][CH:3]=1.Br[CH2:19][C:20]([O:22][C:23]([CH3:26])([CH3:25])[CH3:24])=[O:21].[OH-:27].[Na+]>S([O-])(O)(=O)=O.C([N+](CCCC)(CCCC)CCCC)CCC.C1(C)C=CC=CC=1>[C:23]([O:22][C:20]([CH2:19][O:17][C@H:13]1[C@@H:14]([O:16][CH2:19][C:20]([O:22][C:23]([CH3:26])([CH3:25])[CH3:24])=[O:27])[CH2:15][N:11]([C:9]([O:8][CH2:1][C:2]2[CH:3]=[CH:4][CH:5]=[CH:6][CH:7]=2)=[O:10])[CH2:12]1)=[O:21])([CH3:26])([CH3:25])[CH3:24] |f:2.3,4.5|. Procedure: 237 mg of cis-N-benzyloxycarbonylpyrrolidine-3,4-diol, 1 ml of t-butyl bromoacetate and 100 mg of tetrabutyl-ammonium hydrogen sulphate in 10 ml of toluene are stirred with 10 ml of 50% sodium hydroxide solution under phase transfer conditions. The organic phase is washed with water and evaporated. Chromatography of the evaporation residue on silica gel with ethyl acetate/hexane (1:3) gives 354 mg of benzyl cis-3,4-bis-t-butoxycarbonylmethoxy-pyrrolidine-1-carboxylate. MS: 354 (M-111). Reactants: CS(=O)(=O)OCC#Cc1cncc(Br)c1, Cl, FC1(F)CCNC1, [K+], [K+], O=C([O-])[O-], CN(C)C=O, O. Product: FC1(F)CCN(CC#Cc2cncc(Br)c2)C1. Reaction SMILES: [Br:1][c:2]1[cH:3][c:4]([C:8]#[C:9][CH2:10][O:11][S:12]([CH3:13])(=[O:14])=[O:15])[cH:5][n:6][cH:7]1.[ClH:22].[F:23][C:24]1([F:29])[CH2:25][NH:26][CH2:27][CH2:28]1.[K+:16].[K+:17].[O-:18][C:19]([O-:20])=[O:21].[O:31]=[CH:32][N:33]([CH3:34])[CH3:35].[OH2:30]>>[Br:1][c:2]1[cH:3][c:4]([C:8]#[C:9][CH2:10][N:26]2[CH2:25][C:24]([F:23])([F:29])[CH2:28][CH2:27]2)[cH:5][n:6][cH:7]1. The reactants are C1(=CC=CC=C1)C#C (phenylacetylene), N1CCCCC1 (piperidine), C=O (paraformaldehyde), Cl (hydrochloric acid). Reagents/catalysts: [Cu]Cl (copper(I) chloride). The solvent is O1CCOCC1 (dioxane), O1CCOCC1 (dioxane), O1CCOCC1 (dioxane). Conditions: temperature 25 celsius. Product: C1(=CC=CC=C1)C#CCN1CCCCC1 (1-(3-phenyl-2-propynyl)piperidine). Isolated yield 65.3%. RXN SMILES: [C:1]1([C:7]#[CH:8])[CH:6]=[CH:5][CH:4]=[CH:3][CH:2]=1.[NH:9]1[CH2:14][CH2:13][CH2:12][CH2:11][CH2:10]1.[CH2:15]=O.Cl>O1CCOCC1.[Cu]Cl>[C:1]1([C:7]#[C:8][CH2:15][N:9]2[CH2:14][CH2:13][CH2:12][CH2:11][CH2:10]2)[CH:6]=[CH:5][CH:4]=[CH:3][CH:2]=1. Procedure details: With stirring, a solution of phenylacetylene (10.2 g) in dioxane (10 ml), a solution of piperidine (13.3 g) in dioxane (10 ml) and copper(I) chloride (0.1 g) were added successively to a suspension of paraformaldehyde (3.6 g) in dioxane (10 ml). The mixture was heated under reflux for 6 hours, allowed to cool to 25° C. and acidified using 20% strength hydrochloric acid. The solution was washed with diethyl ether and the aqueous phase was made alkaline using 50% strength aqueous sodium hydroxide ...